From a dataset of the Open Reaction Database (ORD), a public repository of structured organic reaction records. describe an organic reaction: reactants, conditions, products, and yield The reactants are FC(C(=O)NC=1SC=C(N1)C(C(=O)NC1[C@@H]2N(C(=C(CS2)OC)C(=O)O)C1=O)=NOC)(F)F (7-[2-{2-(2,2,2-trifluoroacetamido)-4-thiazolyl}-2-methoxyiminoacetamido]-3-methoxy-3-cephem-4-carboxylic acid), O.O.O.C(C)(=O)[O-].[Na+] (sodium acetate trihydrate), O1CCCC1 (tetrahydrofuran), O (water). Solvent: C(C)(=O)OCC (ethyl acetate). Product: NC=1SC=C(N1)C(C(=O)NC1[C@@H]2N(C(=C(CS2)OC)C(=O)O)C1=O)=NOC (7-{2-(2-amino-4-thiazolyl)-2-methoxyiminoacetamido}-3-methoxy-3-cephem-4-carboxylic acid). Yield: 89.6%. As a reaction SMILES: FC(F)(F)C([NH:5][C:6]1[S:7][CH:8]=[C:9]([C:11](=[N:29][O:30][CH3:31])[C:12]([NH:14][CH:15]2[C:27](=[O:28])[N:17]3[C:18]([C:24]([OH:26])=[O:25])=[C:19]([O:22][CH3:23])[CH2:20][S:21][C@H:16]23)=[O:13])[N:10]=1)=O.O.O.O.C([O-])(=O)C.[Na+].O1CCCC1.O>C(OCC)(=O)C>[NH2:5][C:6]1[S:7][CH:8]=[C:9]([C:11](=[N:29][O:30][CH3:31])[C:12]([NH:14][CH:15]2[C:27](=[O:28])[N:17]3[C:18]([C:24]([OH:26])=[O:25])=[C:19]([O:22][CH3:23])[CH2:20][S:21][C@H:16]23)=[O:13])[N:10]=1 |f:1.2.3.4.5|. Procedure: A solution of 7-[2-{2-(2,2,2-trifluoroacetamido)-4-thiazolyl}-2-methoxyiminoacetamido]-3-methoxy-3-cephem-4-carboxylic acid (syn isomer, 0.55 g.) and sodium acetate trihydrate, (1.76 g.) in ethyl acetate (3 ml.), tetrahydrofuran (3 ml.) and water (5.5 ml.) was stirred at room temperature overnight. The aqueous layer was separated from the resultant mixture, washed with dichloromethane, and then evaporated under reduced pressure to remove the organic solvent. The aqueous solution was adjusted to ... Reactants: OC1=C(C=CC(=C1)O)C(C)=O (2′,4′-Dihydroxy-acetophenone), Cl.ClCC=1C=C(OCC2=NC3=CC=CC=C3C=C2)C=CC1 (2-(3-Chloromethyl-phenoxymethyl)-quinoline hydrochloride), C(=O)([O-])[O-].[K+].[K+] (K2CO3). Solvent: C(C)#N (acetonitrile). Conditions: temperature 50 celsius. Yields the product OC1=C(C=CC(=C1)OCC1=NC2=CC=CC=C2C=C1)C(C)=O (1-[2-Hydroxy-4-(quinolin-2-ylmethoxy)-phenyl]-ethanone). RXN SMILES: [OH:1][C:2]1[CH:7]=[C:6]([OH:8])[CH:5]=[CH:4][C:3]=1[C:9](=[O:11])[CH3:10].Cl.ClCC1C=C(C=CC=1)O[CH2:19][C:20]1[CH:29]=[CH:28][C:27]2[C:22](=[CH:23][CH:24]=[CH:25][CH:26]=2)[N:21]=1.C([O-])([O-])=O.[K+].[K+]>C(#N)C>[OH:1][C:2]1[CH:7]=[C:6]([O:8][CH2:19][C:20]2[CH:29]=[CH:28][C:27]3[C:22](=[CH:23][CH:24]=[CH:25][CH:26]=3)[N:21]=2)[CH:5]=[CH:4][C:3]=1[C:9](=[O:11])[CH3:10] |f:1.2,3.4.5|. Procedure: 2′,4′-Dihydroxy-acetophenone (912 mg, 6 mmol) and 2-chloromethyl-quinoline hydrochloride (856 mg, 4.0 mmol, example 49) are dissolved in acetonitrile (20 mL). K2CO3 (1.12 g, 8.0 mmol) is added and the contents are heated to 50° C. for 16 hrs. The reaction is cooled to room temperature, and the solvent is removed by rotary evaporation. The contents are partitioned between ethyl acetate (100 mL) and water (100 mL), the aqueous layer is acidified with 2 N HCl to ˜pH 2 and further extracted with eth... Starting materials: C(C)C=1C(=NC(=C(C(=O)OC)C1)OC)C1=CC2=C(N(C(=C2)CO)C)S1 (methyl 5-ethyl-6-(5-(hydroxymethyl)-6-methyl-6H-thieno[2,3-b]pyrrol-2-yl)-2-methoxynicotinate). The reagents and catalysts are O=[Mn]=O (MnO2). The solvent is C(Cl)Cl (DCM). Product: C(C)C=1C(=NC(=C(C(=O)OC)C1)OC)C1=CC2=C(N(C(=C2)C=O)C)S1 (methyl 5-ethyl-6-(5-formyl-6-methyl-6H-thieno[2,3-b]pyrrol-2-yl)-2-methoxynicotinate). The yield is 71.4%. As a reaction SMILES: [CH2:1]([C:3]1[C:4]([C:15]2[S:25][C:18]3[N:19]([CH3:24])[C:20]([CH2:22][OH:23])=[CH:21][C:17]=3[CH:16]=2)=[N:5][C:6]([O:13][CH3:14])=[C:7]([CH:12]=1)[C:8]([O:10][CH3:11])=[O:9])[CH3:2]>C(Cl)Cl.O=[Mn]=O>[CH2:1]([C:3]1[C:4]([C:15]2[S:25][C:18]3[N:19]([CH3:24])[C:20]([CH:22]=[O:23])=[CH:21][C:17]=3[CH:16]=2)=[N:5][C:6]([O:13][CH3:14])=[C:7]([CH:12]=1)[C:8]([O:10][CH3:11])=[O:9])[CH3:2]. Procedure: To solution of methyl 5-ethyl-6-(5-(hydroxymethyl)-6-methyl-6H-thieno[2,3-b]pyrrol-2-yl)-2-methoxynicotinate (0.233 g, 0.75 mmol) in DCM (8 mL) was added activated MnO2 (0.60 g+0.60 g+0.30 g, 6.20+6.20+3.10 mmol) in 3 portions with 30 min intervals. Reaction was monitored by LC/MS. Upon complete consumption of starting material MnO2 was filtered and washed with DCM. Mother liquor was concentrated affording methyl 5-ethyl-6-(5-formyl-6-methyl-6H-thieno[2,3-b]pyrrol-2-yl)-2-methoxynicotinate (0.19... RXN SMILES: [C:19]([Si:20]([c:21]1[cH:22][cH:23][cH:40][cH:41][cH:42]1)([O:24][CH2:25][CH:26]1[CH2:27][CH2:28][CH:29]([n:31]2[c:32](=[O:33])[nH:34][c:35](=[O:36])[c:37]([CH3:38])[cH:39]2)[O:30]1)[c:43]1[cH:44][cH:45][cH:46][cH:47][cH:48]1)([CH3:49])([CH3:50])[CH3:51].[CH2:2]([N+:3]([CH2:4][CH2:5][CH2:6][CH3:7])([CH2:8][CH2:9][CH2:10][CH3:11])[CH2:12][CH2:13][CH2:14][CH3:15])[CH2:16][CH2:17][CH3:18].[CH2:52]1[O:53][CH2:54][CH2:55][CH2:56]1.[F-:1]>>[OH:24][CH2:25][CH:26]1[CH2:27][CH2:28][CH:29]([n:31]2[c:32](=[O:33])[nH:34][c:35](=[O:36])[c:37]([CH3:38])[cH:39]2)[O:30]1. Product: Cc1cn(C2CCC(CO)O2)c(=O)[nH]c1=O. Reactants: Cc1cn(C2CCC(CO[Si](c3ccccc3)(c3ccccc3)C(C)(C)C)O2)c(=O)[nH]c1=O, CCCC[N+](CCCC)(CCCC)CCCC, C1CCOC1, [F-]. Starting materials: CC(=O)O[BH-](OC(C)=O)OC(C)=O, CC(=O)O, CN(C)C=O, CC=O, CC(=O)N(Cc1cc(C(F)(F)F)cc(C(F)(F)F)c1)C1CCCN(C(=O)OC(C)C)c2cc(Cl)ccc21, [Na+]. Yields the product CCN(Cc1cc(C(F)(F)F)cc(C(F)(F)F)c1)C1CCCN(C(=O)OC(C)C)c2cc(Cl)ccc21. RXN SMILES: [C:45]([O:46][BH-:47]([O:48][C:49](=[O:50])[CH3:51])[O:52][C:53](=[O:54])[CH3:55])(=[O:56])[CH3:57].[CH3:1][C:2](=[O:3])[OH:4].[CH3:59][N:60]([CH3:61])[CH:62]=[O:63].[CH:5](=[O:6])[CH3:7].[CH:8]([CH3:9])([CH3:10])[O:11][C:12](=[O:13])[N:14]1[c:15]2[c:16]([cH:40][cH:41][c:42]([Cl:44])[cH:43]2)[CH:17]([N:21]([CH2:22][c:23]2[cH:24][c:25]([C:33]([F:34])([F:35])[F:36])[cH:26][c:27]([C:29]([F:30])([F:31])[F:32])[cH:28]2)[C:37]([CH3:38])=[O:39])[CH2:18][CH2:19][CH2:20]1.[Na+:58]>>[CH:8]([CH3:9])([CH3:10])[O:11][C:12](=[O:13])[N:14]1[c:15]2[c:16]([cH:40][cH:41][c:42]([Cl:44])[cH:43]2)[CH:17]([N:21]([CH2:22][c:23]2[cH:24][c:25]([C:33]([F:34])([F:35])[F:36])[cH:26][c:27]([C:29]([F:30])([F:31])[F:32])[cH:28]2)[CH2:37][CH3:38])[CH2:18][CH2:19][CH2:20]1. Starting materials: C(C)(C)(C)OC(=O)N([C@@H]1CC[C@H](CC1)CC(=O)N[C@@H](CC=1C(=C(C(=O)OC(C)(C)C)C=CC1)OC)B1OC2(C3C(C(CC2O1)C3)(C)C)C)CCN(C)C (tert-butyl 3-((2R)-2-(2-(trans-4-(tert-butoxycarbonyl(2-(dimethylamino)ethyl)amino)cyclohexyl)acetamido)-2-(2,9,9-trimethyl-3,5-dioxa-4-bora-tricyclo[6.1.1.02,6]dec-4-yl)ethyl)-2-methoxybenzoate), Cl (HCl). Yields the product CN(CCN[C@@H]1CC[C@H](CC1)CC(=O)N[C@@H]1B(OC2=C(C1)C=CC=C2C(=O)O)O)C ((R)-3-(2-(trans-4-(2-(dimethylamino)ethylamino)cyclohexyl)acetamido)-2-hydroxy-3,4-dihydro-2H-benzo[e][1,2]oxaborinine-8-carboxylic acid). As a reaction SMILES: C(OC([N:8]([CH2:49][CH2:50][N:51]([CH3:53])[CH3:52])[C@H:9]1[CH2:14][CH2:13][C@H:12]([CH2:15][C:16]([NH:18][C@H:19]([B:36]2[O:44]C3C(C)(C4CC(C3)C4(C)C)O2)[CH2:20][C:21]2[C:22]([O:34]C)=[C:23]([CH:31]=[CH:32][CH:33]=2)[C:24]([O:26]C(C)(C)C)=[O:25])=[O:17])[CH2:11][CH2:10]1)=O)(C)(C)C.Cl>>[CH3:52][N:51]([CH3:53])[CH2:50][CH2:49][NH:8][C@H:9]1[CH2:14][CH2:13][C@H:12]([CH2:15][C:16]([NH:18][C@H:19]2[CH2:20][C:21]3[CH:33]=[CH:32][CH:31]=[C:23]([C:24]([OH:26])=[O:25])[C:22]=3[O:34][B:36]2[OH:44])=[O:17])[CH2:11][CH2:10]1. Reported procedure: To the compound from step 2 (40 mg) was added 3N HCl (2 ml) and the resultant reaction mixture was heated at reflux for 1 hr. The solvents were then removed in vacuo and the residue purified by reverse phase preparative HPLC and dried using lyophilization. ESI-MS m/z 418 (MH)+. Reactants: ClCCl (dichloromethane), OOS(=O)[O-].[K+] (Oxone), BrC1=C(C=CC=C1)SC (2-bromothioanisole), C([O-])(O)=O.[Na+] (sodium bicarbonate). Solvent: O (water), O (water), CC(=O)C (acetone). Run at time 16 hour. Yields the product BrC1=C(C=CC=C1)S(=O)C ((2-Bromophenyl)methylsulfoxide). Isolated yield 113.2%. RXN SMILES: [OH:1]OS([O-])=O.[K+].[Br:7][C:8]1[CH:13]=[CH:12][CH:11]=[CH:10][C:9]=1[S:14][CH3:15].C(=O)(O)[O-].[Na+].ClCCl>O.CC(C)=O>[Br:7][C:8]1[CH:13]=[CH:12][CH:11]=[CH:10][C:9]=1[S:14]([CH3:15])=[O:1] |f:0.1,3.4|. Procedure details: Oxone (9.7 g) in water (40 ml) was added slowly to a stirred, cooled cooled (0° C.) solution of 2-bromothioanisole (5 g, 24.6 mmol) and sodium bicarbonate (16 g) in acetone (20 ml). The mixture was stirred for at room temperature 16 h., then water and dichloromethane was added. The layers were separated and the organic phase was dried (MgSO4) and the solvent was evaporated under reduced pressure. The residue was purified by chromatography on silica gel, eluting with hexane/EtOAc (80:20 increasin...